From a dataset of the Open Reaction Database (ORD), a public repository of structured organic reaction records. describe an organic reaction: reactants, conditions, products, and yield The reactants are C(C)(=O)OC(C)=O (acetic anhydride), OC1(CC2(C3=C(C=CC(=C3C1)OC)OC)SCCS2)CO (rac-1',2',3',4'-tetrahydro-3'-hydroxy-3'-hydroxymethyl-5',8'-dimethoxyspiro[1,3-dithiolane-2,1'-naphthalene]), ice. Run in N1=CC=CC=C1 (pyridine). Conditions: time 20 hour. Yields the product C(C)(=O)OCC1(CC2(C3=C(C=CC(=C3C1)OC)OC)SCCS2)O (rac-3'-acetoxymethyl-1',2',3',4'-tetrahydro-3'-hydroxy-5',8'-dimethoxyspiro[1,3-dithiolane-2,1'-naphthalene]). Yield: 99.7%. RXN SMILES: [OH:1][C:2]1([CH2:20][OH:21])[CH2:11][C:10]2[C:5](=[C:6]([O:14][CH3:15])[CH:7]=[CH:8][C:9]=2[O:12][CH3:13])[C:4]2([S:19][CH2:18][CH2:17][S:16]2)[CH2:3]1.[C:22](OC(=O)C)(=[O:24])[CH3:23]>N1C=CC=CC=1>[C:22]([O:21][CH2:20][C:2]1([OH:1])[CH2:11][C:10]2[C:5](=[C:6]([O:14][CH3:15])[CH:7]=[CH:8][C:9]=2[O:12][CH3:13])[C:4]2([S:16][CH2:17][CH2:18][S:19]2)[CH2:3]1)(=[O:24])[CH3:23]. Procedure details: 1.6 g of rac-1',2',3',4'-tetrahydro-3'-hydroxy-3'-hydroxymethyl-5',8'-dimethoxyspiro[1,3-dithiolane-2,1'-naphthalene] were dissolved in 30 ml of dry pyridine and 1.5 g of acetic anhydride were added to the solution. The mixture was left to stand at room temperature for 20 hours and then poured into ice-cold 5-M sulphuric acid. The resulting mixture was extracted with ethyl acetate, the extracts were washed with water and sodium hydrogen carbonate solution, dried and evaporated to give 1.8 g of r... Reactants: C(CCCCCCCCCCCCCCC)N=C=O (hexadecyl isocyanate), CN(CCCN)C (3-dimethylaminopropylamine). Run in O1CCCC1 (tetrahydrofuran). Product: CN(CCCNC(=O)NCCCCCCCCCCCCCCCC)C (N-[3-(dimethylamino)propyl]-N'-hexadecylurea). Reaction SMILES: [CH2:1]([N:17]=[C:18]=[O:19])[CH2:2][CH2:3][CH2:4][CH2:5][CH2:6][CH2:7][CH2:8][CH2:9][CH2:10][CH2:11][CH2:12][CH2:13][CH2:14][CH2:15][CH3:16].[CH3:20][N:21]([CH3:26])[CH2:22][CH2:23][CH2:24][NH2:25]>O1CCCC1>[CH3:20][N:21]([CH3:26])[CH2:22][CH2:23][CH2:24][NH:25][C:18]([NH:17][CH2:1][CH2:2][CH2:3][CH2:4][CH2:5][CH2:6][CH2:7][CH2:8][CH2:9][CH2:10][CH2:11][CH2:12][CH2:13][CH2:14][CH2:15][CH3:16])=[O:19]. Procedure details: 1.34 ml (5 meq) of hexadecyl isocyanate and 0.7 ml (5 meq) of 3-dimethylaminopropylamine are combined in 5 ml of tetrahydrofuran and reacted over a weekend at room temperature. The reaction mixture is filtered, washed with tetrahydrofuran, dried in vacuo and recrystallized from acetone to yield 1.2 gm of title compound with a m.p. of 78°-79° C. Starting materials: FC1=C(C(=O)NC2=NN(C=C2)CC2=C(C=C(C=C2)O)C(F)(F)F)C(=CC=C1)F (2,6-difluoro-N-(1-{[4-hydroxy-2-(trifluoromethyl)phenyl]methyl}-1H-pyrazol-3-yl)benzamide), CC(C)([O-])C.[K+] (potassium t-butoxide), CI (methyl iodide). Solvent: CS(=O)C (DMSO). Reaction conditions: time 5 minute. Yields the product FC1=C(C(=O)NC2=NN(C=C2)CC2=C(C=C(C=C2)OC)C(F)(F)F)C(=CC=C1)F (2,6-Difluoro-N-(1-{[4-(methyloxy)-2-(trifluoromethyl)phenyl]methyl}-1H-pyrazol-3-yl)benzamide). As a reaction SMILES: [F:1][C:2]1[CH:27]=[CH:26][CH:25]=[C:24]([F:28])[C:3]=1[C:4]([NH:6][C:7]1[CH:11]=[CH:10][N:9]([CH2:12][C:13]2[CH:18]=[CH:17][C:16]([OH:19])=[CH:15][C:14]=2[C:20]([F:23])([F:22])[F:21])[N:8]=1)=[O:5].[CH3:29]C(C)([O-])C.[K+].CI>CS(C)=O>[F:28][C:24]1[CH:25]=[CH:26][CH:27]=[C:2]([F:1])[C:3]=1[C:4]([NH:6][C:7]1[CH:11]=[CH:10][N:9]([CH2:12][C:13]2[CH:18]=[CH:17][C:16]([O:19][CH3:29])=[CH:15][C:14]=2[C:20]([F:23])([F:21])[F:22])[N:8]=1)=[O:5] |f:1.2|. Procedure details: To a solution of 2,6-difluoro-N-(1-{[4-hydroxy-2-(trifluoromethyl)phenyl]methyl}-1H-pyrazol-3-yl)benzamide (for a preparation see Example 36)(72 mg, 0.181 mmol) in DMSO (0.5 ml) was added potassium t-butoxide (20 mg, 0.178 mmol). The reaction mixture was stirred for 5 min before adding methyl iodide (0.011 ml, 0.181 mmol, Aldrich). The reaction was stirred at ambient temperature, overnight and under nitrogen. The reaction mixture was filtered through a hydrophobic frit and the filtrate diluted w... Reactants: CC1(C(C2=C(C(=C(C=C2C1)O)Cl)Cl)O)C (2,2-dimethyl-6,7-dichloro-1,5-indanediol), ester, [OH-].[Na+] (sodium hydroxide), C([O-])([O-])=O.[K+].[K+] (potassium carbonate), BrCC(=O)OCC (ethyl bromoacetate). Solvent: CN(C=O)C (dimethylformamide). Product: OC1C(CC2=CC(=C(C(=C12)Cl)Cl)OCC(=O)O)(C)C ((1-hydroxy-2,2-dimethyl-6,7-dichloro-5-indanyloxy)acetic acid). As a reaction SMILES: [CH3:1][C:2]1([CH3:15])[CH2:10][C:9]2[C:4](=[C:5]([Cl:13])[C:6]([Cl:12])=[C:7]([OH:11])[CH:8]=2)[CH:3]1[OH:14].C(=O)([O-])[O-].[K+].[K+].Br[CH2:23][C:24]([O:26]CC)=[O:25].[OH-].[Na+]>CN(C)C=O>[OH:14][CH:3]1[C:4]2[C:9](=[CH:8][C:7]([O:11][CH2:23][C:24]([OH:26])=[O:25])=[C:6]([Cl:12])[C:5]=2[Cl:13])[CH2:10][C:2]1([CH3:15])[CH3:1] |f:1.2.3,5.6|. Procedure: (1-Hydroxy-2,2-dimethyl-6,7-dichloro-5-indanyloxy)acetic acid is prepared following substantially the same procedure described in Example 4, Step F, using the following substances: 2,2-dimethyl-6,7-dichloro-1,5-indanediol (3.7 g., 0.015 mole); potassium carbonate (3.6 g.); ethyl bromoacetate (3.1 ml.); and dimethylformamide (35 ml.), and hydrolyzing the resultant ester with aqueous sodium hydroxide in accordance with Example 4, Step F, gives (1-hydroxy-2,2-dimethyl-6,7-dichloro-5-indanyloxy)acet... The reactants are C(C1=CC=CC=C1)N1C2CC(CC1CC2)NC=2C(=CC=CC2)N (N-(8-benzyl-8-azabicyclo[3.2.1]oct-3-yl)benzene-1,2-diamine), C1(=CC=C(C=C1)S(=O)(=O)O)C (p-toluenesulfonic acid). The solvent is C(C)OC(C)(OCC)OCC (1,1,1-triethoxyethane). Reaction conditions: time 18 hour. Yields the product C(C1=CC=CC=C1)N1C2CC(CC1CC2)N2C(=NC1=C2C=CC=C1)C (1-(8-Benzyl-8-azabicyclo[3.2.1]oct-3-yl)-2-methyl-1H-benzimidazole). RXN SMILES: [CH2:1]([N:8]1[CH:13]2[CH2:14][CH2:15][CH:9]1[CH2:10][CH:11]([NH:16][C:17]1[C:18]([NH2:23])=[CH:19][CH:20]=[CH:21][CH:22]=1)[CH2:12]2)[C:2]1[CH:7]=[CH:6][CH:5]=[CH:4][CH:3]=1.[C:24]1(C)C=CC(S(O)(=O)=O)=C[CH:25]=1>C(OC(OCC)(OCC)C)C>[CH2:1]([N:8]1[CH:9]2[CH2:15][CH2:14][CH:13]1[CH2:12][CH:11]([N:16]1[C:17]3[CH:22]=[CH:21][CH:20]=[CH:19][C:18]=3[N:23]=[C:24]1[CH3:25])[CH2:10]2)[C:2]1[CH:3]=[CH:4][CH:5]=[CH:6][CH:7]=1. Procedure: 7.7 g (25.08 mmol) N-(8-benzyl-8-azabicyclo[3.2.1]oct-3-yl)benzene-1,2-diamine was refluxed in 200 ml of 1,1,1-triethoxyethane for 18 hrs. The mixture was cooled to ambient temperature and the solvent was then removed. The residue was dissolved in toluene and 1.8 g (9.47 mmol) of p-toluenesulfonic acid was added and the reaction mixture was heated to reflux while stirring for 18 hrs. The mixture was cooled to ambient temperature and filtered off solid and removed toluene under reduced pressure. ... The reactants are CC(=O)Nc1ccc(S(=O)(=O)NC(C=O)CC(=O)OC(C)(C)C)c(OCCc2cccc3ncccc23)c1, ClCCl, O=C(O)C(F)(F)F. Product: OCCc1cccc2ncccc12. Reaction SMILES: [C:1]([O:2][C:3](=[O:4])[CH2:5][CH:6]([NH:7][S:8]([c:9]1[cH:10][cH:11][c:12]([NH:13][C:14](=[O:15])[CH3:16])[cH:17][c:18]1[O:25][CH2:26][CH2:27][c:28]1[c:29]2[cH:30][cH:31][cH:32][n:33][c:34]2[cH:35][cH:36][cH:37]1)(=[O:19])=[O:20])[CH:21]=[O:22])([CH3:23])([CH3:24])[CH3:38].[CH2:39]([Cl:40])[Cl:41].[OH:42][C:43]([C:44]([F:45])([F:46])[F:47])=[O:48]>>[OH:25][CH2:26][CH2:27][c:28]1[c:29]2[cH:30][cH:31][cH:32][n:33][c:34]2[cH:35][cH:36][cH:37]1. Starting materials: NC=1C(=CC2=C(NC(CN(C2(C)C)C(C(F)(F)F)=O)=O)C1)OC (8-amino-7-methoxy-5,5-dimethyl-4-(2,2,2-trifluoro-acetyl)-1,3,4,5-tetrahydro-benzo[e][1,4]diazepin-2-one), OC(=O)C(F)(F)F.ClC=1C(=NC(=NC1)NC=1C(=CC2=C(NC(CN(C2(C)C)C(C(F)(F)F)=O)=O)C1)OC)N[C@H]1[C@@H](CCCC1)NS(=O)(=O)C (N-((1R,2R)-2-{5-Chloro-2-[7-methoxy-5,5-dimethyl-2-oxo-4-(2,2,2-trifluoro-acetyl)-2,3,4,5-tetrahydro-1H-benzo[e][1,4]diazepin-8-ylamino]pyrimidin-4-ylamino}-cyclohexyl)-methanesulfonamide TFA salt). Product: ClC=1C(=NC(=NC1)NC=1C(=CC2=C(NC(CN(C2(C)C)C(C(F)(F)F)=O)=O)C1)OC)N[C@H]1[C@@H](CCCC1)NS(=O)(=O)C (N-((1R,2R)-2-{5-Chloro-2-[7-methoxy-5,5-dimethyl-2-oxo-4-(2,2,2-trifluoro-acetyl)-2,3,4,5-tetrahydro-1H-benzo[e][1,4]diazepin-8-ylamino]-pyrimidin-4-ylamino}-cyclohexyl)-methanesulfonamide). RXN SMILES: NC1C(OC)=CC2C(C)(C)N(C(=O)C(F)(F)F)CC(=O)NC=2C=1.OC(C(F)(F)F)=O.[Cl:31][C:32]1[C:33]([NH:61][C@@H:62]2[CH2:67][CH2:66][CH2:65][CH2:64][C@H:63]2[NH:68][S:69]([CH3:72])(=[O:71])=[O:70])=[N:34][C:35]([NH:38][C:39]2[C:40]([O:59][CH3:60])=[CH:41][C:42]3[C:48]([CH3:50])([CH3:49])[N:47]([C:51](=[O:56])[C:52]([F:55])([F:54])[F:53])[CH2:46][C:45](=[O:57])[NH:44][C:43]=3[CH:58]=2)=[N:36][CH:37]=1>>[Cl:31][C:32]1[C:33]([NH:61][C@@H:62]2[CH2:67][CH2:66][CH2:65][CH2:64][C@H:63]2[NH:68][S:69]([CH3:72])(=[O:70])=[O:71])=[N:34][C:35]([NH:38][C:39]2[C:40]([O:59][CH3:60])=[CH:41][C:42]3[C:48]([CH3:50])([CH3:49])[N:47]([C:51](=[O:56])[C:52]([F:54])([F:53])[F:55])[CH2:46][C:45](=[O:57])[NH:44][C:43]=3[CH:58]=2)=[N:36][CH:37]=1 |f:1.2|. Procedure: Following an analogous procedure analogous to Example 1451, 8-amino-7-methoxy-5,5-dimethyl-4-(2,2,2-trifluoro-acetyl)-1,3,4,5-tetrahydro-benzo[e][1,4]diazepin-2-one was converted to N-((1R,2R)-2-{5-Chloro-2-[7-methoxy-5,5-dimethyl-2-oxo-4-(2,2,2-trifluoro-acetyl)-2,3,4,5-tetrahydro-1H-benzo[e][1,4]diazepin-8-ylamino]pyrimidin-4-ylamino}-cyclohexyl)-methanesulfonamide TFA salt (7 mg, 4%). 1H-NMR (CDCl3, 400 MHz): δ 9.00 (bs, 1H), 8.25 (s, 1H), 7.92 (s, 1H), 7.32 (bs, 1H), 6.71 (s, 1H), 650 (bs, 1... Reactants: COc1ccc(Br)cc1, CCOCC, Oc1ccc(Cl)cc1, [Cu], [K+], [OH-]. The product is COc1ccc(Oc2ccc(Cl)cc2)cc1. As a reaction SMILES: [Br:11][c:12]1[cH:13][cH:14][c:15]([O:18][CH3:19])[cH:16][cH:17]1.[CH3:20][CH2:21][O:22][CH2:23][CH3:24].[Cl:1][c:2]1[cH:3][cH:4][c:5]([OH:8])[cH:6][cH:7]1.[Cu:25].[K+:10].[OH-:9]>>[Cl:1][c:2]1[cH:3][cH:4][c:5]([O:8][c:12]2[cH:13][cH:14][c:15]([O:18][CH3:19])[cH:16][cH:17]2)[cH:6][cH:7]1.